From a dataset of the Open Reaction Database (ORD), a public repository of structured organic reaction records. describe an organic reaction: reactants, conditions, products, and yield Reported procedure: To a 25 mL flask containing (S)-(−)-2-bromo-alpha-methylbenzyl alcohol (200 mg, 1.0 mmol), tert-butyldimethylsilyl chloride (165 mg, 1.1 mmol), and imidazole (203 mg, 3.0 mmol) flushed with nitrogen was added 5 mL of dimethylformamide. After stirring overnight, the mixture was quenched with saturated sodium bicarbonate, diluted with ethyl acetate, washed with NaH2PO4, saturated aqueous sodium bicarbonate, water, brine, dried (Na2SO4), filtered, and concentrated. Purification by flash chromatogra... The reactants are BrC1=C(C=CC=C1)[C@H](C)O[Si](C)(C)C(C)(C)C ((5)-[1-(2-Bromo-phenyl)-ethoxy]-tert-butyl-dimethyl-silane), N1CCNCC1 (piperazine), 1A, ( M ). Yields the product C(C)(C)(C)[Si](O[C@@H](C)C1=C(C=CC=C1)N1CCNCC1)(C)C ((S)-1-{2-[1-(tert-Butyl-dimethyl-silanyloxy)-ethyl]-phenyl}-piperazine). RXN SMILES: Br[C:2]1[CH:7]=[CH:6][CH:5]=[CH:4][C:3]=1[C@@H:8]([O:10][Si:11]([C:14]([CH3:17])([CH3:16])[CH3:15])([CH3:13])[CH3:12])[CH3:9].[NH:18]1[CH2:23][CH2:22][NH:21][CH2:20][CH2:19]1>>[C:14]([Si:11]([CH3:13])([CH3:12])[O:10][C@H:8]([C:3]1[CH:4]=[CH:5][CH:6]=[CH:7][C:2]=1[N:18]1[CH2:23][CH2:22][NH:21][CH2:20][CH2:19]1)[CH3:9])([CH3:17])([CH3:16])[CH3:15]. Starting materials: BrC=1C=CC=2N(C1)N=CC2C(=O)O (6-Bromopyrazolo[1,5-a]pyridine-3-carboxylic acid), S(=O)(Cl)Cl (thionyl chloride), N1=CC=CC=C1 (pyridine), NC=1C(=NC=C(C(=O)OC)C1)C (methyl 5-amino-6-methylnicotinate). Run in C1(=CC=CC=C1)C (toluene). Conditions: temperature 110 celsius, time 8 hour. Yields the product BrC=1C=CC=2N(C1)N=CC2C(=O)NC=2C(=NC=C(C(=O)OC)C2)C (Methyl 5-(6-bromopyrazolo[1,5-a]pyridine-3-carboxamido)-6-methylnicotinate). Reaction SMILES: [Br:1][C:2]1[CH:3]=[CH:4][C:5]2[N:6]([N:8]=[CH:9][C:10]=2[C:11]([OH:13])=O)[CH:7]=1.S(Cl)(Cl)=O.N1C=CC=CC=1.[NH2:24][C:25]1[C:26]([CH3:35])=[N:27][CH:28]=[C:29]([CH:34]=1)[C:30]([O:32][CH3:33])=[O:31]>C1(C)C=CC=CC=1>[Br:1][C:2]1[CH:3]=[CH:4][C:5]2[N:6]([N:8]=[CH:9][C:10]=2[C:11]([NH:24][C:25]2[C:26]([CH3:35])=[N:27][CH:28]=[C:29]([CH:34]=2)[C:30]([O:32][CH3:33])=[O:31])=[O:13])[CH:7]=1. Procedure: 6-Bromopyrazolo[1,5-a]pyridine-3-carboxylic acid (7.71 g, 32.0 mmol) in toluene (80 ml) was treated with thionyl chloride (18.67 ml, 256 mmol) and was heated to 110° C. for 6 hr. The solvent was removed in vacuo and the residue was treated with pyridine (80 ml), methyl 5-amino-6-methylnicotinate (4.25 g, 25.6 mmol) and oven dried molecular sieves. The reaction mixture was stirred at RT overnight and then treated with MeOH (250 ml). The resulting suspension was removed by filtration. The filtrate... Reactants: BrC1=CC=2CC3=CC(=CC=C3C2C=C1)OC(C)=O (2-bromo-7-acetoxyfluorene), [OH-].[Li+] (lithium hydroxide), Cl (hydrochloric acid). The solvent is C(CO)O (ethylene glycol). Product: BrC1=CC=2CC3=CC(=CC=C3C2C=C1)O (2-bromo-7-hydroxyfluorene). Isolated yield 67.3%. As a reaction SMILES: [Br:1][C:2]1[CH:14]=[CH:13][C:12]2[C:11]3[C:6](=[CH:7][C:8]([O:15]C(=O)C)=[CH:9][CH:10]=3)[CH2:5][C:4]=2[CH:3]=1.[OH-].[Li+].Cl>C(O)CO>[Br:1][C:2]1[CH:14]=[CH:13][C:12]2[C:11]3[C:6](=[CH:7][C:8]([OH:15])=[CH:9][CH:10]=3)[CH2:5][C:4]=2[CH:3]=1 |f:1.2|. Reported procedure: A mixture of 2-bromo-7-acetoxyfluorene (69 g), lithium hydroxide (9 g) and ethylene glycol (350 mL) was heated for one hour while refluxing. The reaction mixture was poured into 6M-hydrochloric acid (300 mL) to terminate the reaction, and the product was extracted with ethyl acetate (350 mL). The ethyl acetate layer was washed with a saturated sodium carbonate aqueous solution and dried on anhydrous magnesium sulfate. A residue obtained by distilling the solvent off under reduced pressure was re... The reactants are COC1=CC=C2CC(NC2=C1)=O (6-methoxy-2-oxindole), B(Br)(Br)Br (boron tribromide), ice water. The solvent is ClCCl (dichloromethane). Reaction conditions: time 1 hour. Yields the product OC1=CC=C2CC(NC2=C1)=O (6-hydroxy-2-oxindole). Yield: 86.0%. As a reaction SMILES: C[O:2][C:3]1[CH:11]=[C:10]2[C:6]([CH2:7][C:8](=[O:12])[NH:9]2)=[CH:5][CH:4]=1.B(Br)(Br)Br>ClCCl>[OH:2][C:3]1[CH:11]=[C:10]2[C:6]([CH2:7][C:8](=[O:12])[NH:9]2)=[CH:5][CH:4]=1. Procedure details: The solution of 3.26 of 6-methoxy-2-oxindole in 60 mL of dischloromethane was cooled at −3° C. and 10 mL of 1 M boron tribromide solution in dichloromethane was added dropwise. The reaction mixture was stirred in ice-bath for 1 hour, room temperature for 1 hour, poured into ice water, and extracted with ethyl acetate. The organic layer was washed with water and brine, dried over anhydrous sodium sulfate, concentrated, and dried in a vacuum oven overnight to give 2.56 g of the 6-hydroxy-2-oxindol... Reactants: COC(=O)c1oc(-c2cc(C#N)c3ccccc3c2)nc1C, CCO, [Li+], C1CCOC1, [OH-], O, O. Yields the product Cc1nc(-c2cc(C#N)c3ccccc3c2)oc1C(=O)O. Reaction SMILES: [CH3:1][O:2][C:3](=[O:4])[c:5]1[c:6]([CH3:22])[n:7][c:8](-[c:10]2[cH:11][c:12]3[cH:13][cH:14][cH:15][cH:16][c:17]3[c:18]([C:20]#[N:21])[cH:19]2)[o:9]1.[CH3:31][CH2:32][OH:33].[Li+:25].[O:26]1[CH2:27][CH2:28][CH2:29][CH2:30]1.[OH-:24].[OH2:23].[OH2:34]>>[O:2]=[C:3]([OH:4])[c:5]1[c:6]([CH3:22])[n:7][c:8](-[c:10]2[cH:11][c:12]3[cH:13][cH:14][cH:15][cH:16][c:17]3[c:18]([C:20]#[N:21])[cH:19]2)[o:9]1. Starting materials: [BH-](OC(=O)C)(OC(=O)C)OC(=O)C.[Na+] (NaBH(OAc)3), NCCCCCC(=O)O (6-aminohexanoic acid), C(C#C)OC1=CC=C(C=O)C=C1 (4-(prop-2-yn-1-yloxy)benzaldehyde), C(C)(=O)O (acetic acid). Product: C(C#C)OC1=CC=C(CNCCCCCC(=O)O)C=C1 (6-((4-(prop-2-yn-1-yloxy)benzyl)amino)hexanoic acid). Solvent: ClCCCl (DCE), O (water). Reaction SMILES: [NH2:1][CH2:2][CH2:3][CH2:4][CH2:5][CH2:6][C:7]([OH:9])=[O:8].[CH2:10]([O:13][C:14]1[CH:21]=[CH:20][C:17]([CH:18]=O)=[CH:16][CH:15]=1)[C:11]#[CH:12].C(O)(=O)C.[BH-](OC(C)=O)(OC(C)=O)OC(C)=O.[Na+]>ClCCCl.O>[CH2:10]([O:13][C:14]1[CH:15]=[CH:16][C:17]([CH2:18][NH:1][CH2:2][CH2:3][CH2:4][CH2:5][CH2:6][C:7]([OH:9])=[O:8])=[CH:20][CH:21]=1)[C:11]#[CH:12] |f:3.4|. Reaction conditions: temperature 0 celsius, time 12 hour. Procedure details: A solution of 6-aminohexanoic acid (2.62 g, 20 mmol), 4-(prop-2-yn-1-yloxy)benzaldehyde (0.80 g, 5.0 mmol) and acetic acid (0.50 mL) in DCE (50 mL) was heated at 80° C. for 60 min. The reaction mixture was cooled to 0° C., and treated with NaBH(OAc)3 (2.11 g, 10 mmol). The reaction was stirred at room temperature for 12 hours and decomposed with water and then extracted with DCM. The organic layer was dried and concentrated under reduced pressure to give a residue, which was purified using a Bio... Reactants: C(C)(=O)OC\C=C(/C#CC1=C(CC(CC1(C)C)O)C)\C (Z-4-(5-acetoxy-3-methyl-pent-3-en-1ynyl)-3,5,5-trimethylcyclohex-3-en-1-ol), C(C)(C)(C)OO (t-butyl hydroperoxide), peroxide, peroxide, OS(=O)[O-].[Na+] (NaHSO3). The reagents and catalysts are C/C(=C\C(=O)C)/O.C/C(=C\C(=O)C)/O.O=[V] (vanadyl acetylacetonate). Run in C1(=CC=CC=C1)C (toluene). Reaction conditions: time 20 minute. Product: C(C)(=O)OC\C=C(/C#CC12C(CC(CC1(C)C)O)(C)O2)\C (Z-4-(5-acetoxy-3-methyl-pent-3-en-1-ynyl) -3,4-epoxy-3,5,5-trimethylcyclohexan-1-ol). The yield is 104.9%. RXN SMILES: [C:1]([O:4][CH2:5]/[CH:6]=[C:7](/[CH3:20])\[C:8]#[C:9][C:10]1[C:15]([CH3:17])([CH3:16])[CH2:14][CH:13]([OH:18])[CH2:12][C:11]=1[CH3:19])(=[O:3])[CH3:2].C([O:25]O)(C)(C)C.OS([O-])=O.[Na+]>C1(C)C=CC=CC=1.C/C(/O)=C\C(C)=O.C/C(/O)=C\C(C)=O.O=[V]>[C:1]([O:4][CH2:5]/[CH:6]=[C:7](/[CH3:20])\[C:8]#[C:9][C:10]12[O:25][C:11]1([CH3:19])[CH2:12][CH:13]([OH:18])[CH2:14][C:15]2([CH3:17])[CH3:16])(=[O:3])[CH3:2] |f:2.3,5.6.7|. Procedure details: To a solution of Z-4-(5-acetoxy-3-methyl-pent-3-en-1ynyl)-3,5,5-trimethylcyclohex-3-en-1-ol (42 mg, 0.15 mmol) in toluene (6 mL) was added t-butyl hydroperoxide (3M solution in 2,2,4-trimethylpentane, 0.07 mL, 0.21 mmol) and vanadyl acetylacetonate (3 mg, 0.01 mmol). The reaction mixture, which was reddish orange in color, was stirred under argon at room temperature for 20 min. and then was heated to 70° C. for 30 min. The color of the mixture changed to yellow. After cooling to room temperature...